From a dataset of the Open Reaction Database (ORD), a public repository of structured organic reaction records. describe an organic reaction: reactants, conditions, products, and yield RXN SMILES: [CH3:21][I:22].[CH3:23][CH2:24][OH:25].[F:1][c:2]1[cH:3][c:4]([CH:8]2[NH:9][C:10](=[S:20])[NH:11][CH:12]2[c:13]2[cH:14][c:15]([F:19])[cH:16][cH:17][cH:18]2)[cH:5][cH:6][cH:7]1>>[F:1][c:2]1[cH:3][c:4]([CH:8]2[NH:9][C:10]([S:20][CH3:21])=[N:11][CH:12]2[c:13]2[cH:14][c:15]([F:19])[cH:16][cH:17][cH:18]2)[cH:5][cH:6][cH:7]1.[IH:22]. Product: CSC1=NC(c2cccc(F)c2)C(c2cccc(F)c2)N1, I. Reactants: CI, CCO, Fc1cccc(C2NC(=S)NC2c2cccc(F)c2)c1. The reactants are Cl.CN(CCON)C (O-(2-dimethylaminoethyl)hydroxylamine hydrochloride), N1=CC(=CC=C1)C=1C=C(C=CC1)C1=CN=C2N1C=CC(=C2)C=O (3-[3-(pyridin-3-yl)phenyl]imidazo[1,2-α]pyridine-7-carboxaldehyde). Procedure details: The title compound was prepared in a similar manner to that described in Example 14 using O-(2-dimethylaminoethyl)hydroxylamine hydrochloride and 3-[3-(pyridin-3-yl)phenyl]imidazo[1,2-α]pyridine-7-carboxaldehyde to afford a brown oil, essentially as a single geometric isomer. 1H NMR (400 MHz, CDCl3) δH 2.97 (6H, s), 3.43-3.47 (2H, m), 4.65-4.69 (2H, m), 7.28-7.33 (2H, m), 7.42-7.47 (1H, m), 7.62-7.82 (4H, m), 7.94-7.98 (1H, m), 8.20 (1H, s), 8.32-8.35 (1H, m), 8.25 (1H, s), 8.61-8.65(1H, m), 8.9... Product: CN(CCON=CC1=CC=2N(C=C1)C(=CN2)C2=CC(=CC=C2)C=2C=NC=CC2)C (3-[3-(Pyridin-3-yl)phenyl]imidazo[1,2-α]pyridine-7-carboxaldehyde O-(2-dimethylaminoethyl)oxime). RXN SMILES: Cl.[CH3:2][N:3]([CH3:8])[CH2:4][CH2:5][O:6][NH2:7].[N:9]1[CH:14]=[CH:13][CH:12]=[C:11]([C:15]2[CH:16]=[C:17]([C:21]3[N:25]4[CH:26]=[CH:27][C:28]([CH:30]=O)=[CH:29][C:24]4=[N:23][CH:22]=3)[CH:18]=[CH:19][CH:20]=2)[CH:10]=1>>[CH3:2][N:3]([CH3:8])[CH2:4][CH2:5][O:6][N:7]=[CH:30][C:28]1[CH:27]=[CH:26][N:25]2[C:21]([C:17]3[CH:18]=[CH:19][CH:20]=[C:15]([C:11]4[CH:10]=[N:9][CH:14]=[CH:13][CH:12]=4)[CH:16]=3)=[CH:22][N:23]=[C:24]2[CH:29]=1 |f:0.1|. Reactants: CC(=O)SC1CC(=O)N1C(O)C(=O)OCc1ccc([N+](=O)[O-])cc1, C1COCCO1, O=S(Cl)Cl. Product: CC(=O)SC1CC(=O)N1C(Cl)C(=O)OCc1ccc([N+](=O)[O-])cc1. As a reaction SMILES: [N+:5](=[O:6])([O-:7])[c:8]1[cH:9][cH:10][c:11]([CH2:12][O:13][C:14]([CH:15]([OH:16])[N:17]2[C:18](=[O:25])[CH2:19][CH:20]2[S:21][C:22]([CH3:23])=[O:24])=[O:26])[cH:27][cH:28]1.[O:29]1[CH2:30][CH2:31][O:32][CH2:33][CH2:34]1.[S:1]([Cl:2])([Cl:3])=[O:4]>>[Cl:3][CH:15]([C:14]([O:13][CH2:12][c:11]1[cH:10][cH:9][c:8]([N+:5](=[O:6])[O-:7])[cH:28][cH:27]1)=[O:26])[N:17]1[C:18](=[O:25])[CH2:19][CH:20]1[S:21][C:22]([CH3:23])=[O:24].